From a dataset of the Open Reaction Database (ORD), a public repository of structured organic reaction records. describe an organic reaction: reactants, conditions, products, and yield As a reaction SMILES: [Cl:1][C:2]1[CH:7]=[CH:6][C:5]([S:8](Cl)(=[O:10])=[O:9])=[CH:4][CH:3]=1.S([O-])([O-])=O.[Na+].[Na+].[OH-].[Na+]>O>[Cl:1][C:2]1[CH:7]=[CH:6][C:5]([S:8]([OH:10])=[O:9])=[CH:4][CH:3]=1 |f:1.2.3,4.5|. The solvent is O (H2O). Reaction conditions: temperature 0 celsius, time 1 hour. Procedure details: Thus, in a typical procedure, p-chlorobenzene sulfonyl chloride (24 g, 0.115 mol) was added to 250 ml H2O and the resulting suspension was cooled to 0° C. and stirred for 1 hour. Sodium sulfite (15.1 g, 0.120 mol) was then added and the reaction kept at 0° C., and a pH of 7.5 was maintained by addition of 15 percent NaOH using a pH-stat. After two hours the reaction was allowed to warm to 25° C. and stirred for an additional five hours. The resulting clear solution was filtered, the filtrate coo... Starting materials: S(=O)([O-])[O-].[Na+].[Na+] (Sodium sulfite), ClC1=CC=C(C=C1)S(=O)(=O)Cl (p-chlorobenzene sulfonyl chloride), [OH-].[Na+] (NaOH). Product: ClC1=CC=C(C=C1)S(=O)O (p-chlorobenzenesulfinic acid).